From a dataset of the Open Reaction Database (ORD), a public repository of structured organic reaction records. describe an organic reaction: reactants, conditions, products, and yield Reactants: ClC=1SC2=C(N1)C(C1=C(C=C2)C=C(C=C1)Cl)O ((±)-2,7-Dichloro-4H-benzo[5,6]cyclohepta[1,2-d]thiazol-4-ol), CN1C(=O)NC(=O)C=C1 (1-methyluracil). Yields the product ClC=1SC2=C(N1)C(C1=C(C=C2)C=C(C=C1)Cl)C=1C(NC(N(C1)C)=O)=O ((±)-5-(2,7-Dichloro-4H-benzo[5,6]cyclohepta[1,2-d]thiazol-4-yl)-1-methyl-2,4(1H,3H)-pyrimidinedione). RXN SMILES: [Cl:1][C:2]1[S:3][C:4]2[CH:11]=[CH:10][C:9]3[CH:12]=[C:13]([Cl:16])[CH:14]=[CH:15][C:8]=3[CH:7](O)[C:5]=2[N:6]=1.[CH3:18][N:19]1[CH:26]=[CH:25][C:23](=[O:24])[NH:22][C:20]1=[O:21]>>[Cl:1][C:2]1[S:3][C:4]2[CH:11]=[CH:10][C:9]3[CH:12]=[C:13]([Cl:16])[CH:14]=[CH:15][C:8]=3[CH:7]([C:25]3[C:23](=[O:24])[NH:22][C:20](=[O:21])[N:19]([CH3:18])[CH:26]=3)[C:5]=2[N:6]=1. Procedure details: The title product was prepared from the product of step (vii) (1.27 g) and 1-methyluracil (1 g) according to the method of example 38 step (iv). Purification was by chromatography eluting with 50-60% ethyl acetate in isohexane. Reactants: [Br-], O=C(O)CCCC[P+](c1ccccc1)(c1ccccc1)c1ccccc1, CC(C)(C)OC(=O)N1CC(NS(=O)(=O)c2ccc(Cl)cc2)CC1C=O, C[Si](C)(C)[N-][Si](C)(C)C, CN(C)P(=O)(N(C)C)N(C)C, CCOC(C)=O, [Li+], C1CCOC1, O. The product is CC(C)(C)OC(=O)N1CC(NS(=O)(=O)c2ccc(Cl)cc2)CC1C=CCCCC(=O)O. Reaction SMILES: [Br-:1].[C:2](=[O:3])([OH:4])[CH2:5][CH2:6][CH2:7][CH2:8][P+:9]([c:10]1[cH:11][cH:12][cH:13][cH:14][cH:15]1)([c:16]1[cH:17][cH:18][cH:19][cH:20][cH:21]1)[c:22]1[cH:23][cH:24][cH:25][cH:26][cH:27]1.[C:38]([CH3:39])([CH3:40])([CH3:41])[O:42][C:43](=[O:44])[N:45]1[CH:46]([CH:61]=[O:62])[CH2:47][CH:48]([NH:50][S:51](=[O:52])(=[O:53])[c:54]2[cH:55][cH:56][c:57]([Cl:60])[cH:58][cH:59]2)[CH2:49]1.[CH3:28][Si:29]([N-:30][Si:31]([CH3:32])([CH3:33])[CH3:34])([CH3:35])[CH3:36].[CH3:69][N:70]([P:71]([N:72]([CH3:73])[CH3:74])([N:75]([CH3:76])[CH3:77])=[O:78])[CH3:79].[CH3:80][CH2:81][O:82][C:83](=[O:84])[CH3:85].[Li+:37].[O:64]1[CH2:65][CH2:66][CH2:67][CH2:68]1.[OH2:63]>>[C:2](=[O:3])([OH:4])[CH2:5][CH2:6][CH2:7][CH:8]=[CH:61][CH:46]1[N:45]([C:43]([O:42][C:38]([CH3:39])([CH3:40])[CH3:41])=[O:44])[CH2:49][CH:48]([NH:50][S:51](=[O:52])(=[O:53])[c:54]2[cH:55][cH:56][c:57]([Cl:60])[cH:58][cH:59]2)[CH2:47]1. Procedure details: The perfluoro-octyl sulphonate salt was prepared by mixing a solution of N-methyl-1-(4-isopropylphenyl) ethylamine (17.6 g) in ethanol (20 ml) with a solution of perfluoro-octylsulphonic acid (50 g) in ethanol (150 ml). The ethanol solution was evaporated under reduced pressure and the solid residue was recrystallised from chloroform as soft colourless plates of N-methyl-1-(4-isopropylphenyl) ethylammonium perfluoro-octylsulphonate (60 g). (Found: C 33.05; H 2.43; N 2.09%. C20H20F17NO3S requires... Solvent: C(C)O (ethanol), C(C)O (ethanol). RXN SMILES: [CH3:1][NH:2][CH:3]([C:5]1[CH:10]=[CH:9][C:8]([CH:11]([CH3:13])[CH3:12])=[CH:7][CH:6]=1)[CH3:4].[F:14][C:15]([F:42])([S:38]([OH:41])(=[O:40])=[O:39])[C:16]([F:37])([F:36])[C:17]([F:35])([F:34])[C:18]([F:33])([F:32])[C:19]([F:31])([F:30])[C:20]([F:29])([F:28])[C:21]([F:27])([F:26])[C:22]([F:25])([F:24])[F:23]>C(O)C>[F:42][C:15]([F:14])([S:38]([O-:41])(=[O:40])=[O:39])[C:16]([F:36])([F:37])[C:17]([F:35])([F:34])[C:18]([F:32])([F:33])[C:19]([F:31])([F:30])[C:20]([F:29])([F:28])[C:21]([F:27])([F:26])[C:22]([F:25])([F:24])[F:23].[CH3:1][NH2+:2][CH:3]([C:5]1[CH:6]=[CH:7][C:8]([CH:11]([CH3:13])[CH3:12])=[CH:9][CH:10]=1)[CH3:4] |f:3.4|. Reactants: CNC(C)C1=CC=C(C=C1)C(C)C (N-methyl-1-(4-isopropylphenyl) ethylamine), FC(C(C(C(C(C(C(C(F)(F)F)(F)F)(F)F)(F)F)(F)F)(F)F)(F)F)(S(=O)(=O)O)F (perfluoro-octylsulphonic acid). Yields the product FC(C(C(C(C(C(C(C(F)(F)F)(F)F)(F)F)(F)F)(F)F)(F)F)(F)F)(S(=O)(=O)[O-])F.C[NH2+]C(C)C1=CC=C(C=C1)C(C)C (N-methyl-1-(4-isopropylphenyl) ethylammonium perfluoro-octyl sulphonate). Starting materials: CCO, CC(=O)N(C)Cc1cnc(N2CCNC(C)C2)c(Cl)c1, FC(F)(F)c1ccc2nc(Cl)[nH]c2c1. Product: CC(=O)N(C)Cc1cnc(N2CCN(c3nc4cc(C(F)(F)F)ccc4[nH]3)C(C)C2)c(Cl)c1. As a reaction SMILES: [CH3:35][CH2:36][OH:37].[Cl:15][c:16]1[cH:17][c:18]([CH2:29][N:30]([C:31]([CH3:32])=[O:33])[CH3:34])[cH:19][n:20][c:21]1[N:22]1[CH2:23][CH:24]([CH3:28])[NH:25][CH2:26][CH2:27]1.[Cl:1][c:2]1[n:3][c:4]2[c:5]([nH:6]1)[cH:7][c:8]([C:11]([F:12])([F:13])[F:14])[cH:9][cH:10]2>>[c:2]1([N:25]2[CH:24]([CH3:28])[CH2:23][N:22]([c:21]3[c:16]([Cl:15])[cH:17][c:18]([CH2:29][N:30]([C:31]([CH3:32])=[O:33])[CH3:34])[cH:19][n:20]3)[CH2:27][CH2:26]2)[nH:3][c:4]2[c:5]([n:6]1)[cH:7][c:8]([C:11]([F:12])([F:13])[F:14])[cH:9][cH:10]2. Reactants: CCCc1c(CNC)ccc2ccccc12, CNCc1cn(C)c2ccccc12, CN1CC(=O)Nc2ncc(C=CC(=O)O)cc2C1, Cl, O=C(O)C=Cc1cnc2[nH]c(=O)[nH]c(=O)c2c1. Yields the product CN(Cc1cn(C)c2ccccc12)C(=O)C=Cc1cnc2[nH]c(=O)[nH]c(=O)c2c1. RXN SMILES: [CH3:14][NH:15][CH2:16][c:17]1[cH:18][cH:19][c:20]2[c:21]([cH:22][cH:23][cH:24][cH:25]2)[c:26]1[CH2:27][CH2:28][CH3:29].[CH3:1][NH:2][CH2:3][c:4]1[cH:5][n:6]([CH3:13])[c:7]2[cH:8][cH:9][cH:10][cH:11][c:12]12.[CH3:48][N:49]1[CH2:50][c:51]2[cH:52][c:53]([CH:54]=[CH:55][C:56]([OH:57])=[O:58])[cH:59][n:60][c:61]2[NH:62][C:63](=[O:64])[CH2:65]1.[ClH:47].[O:30]=[c:31]1[nH:32][c:33](=[O:46])[c:34]2[c:35]([nH:36]1)[n:37][cH:38][c:39]([CH:41]=[CH:42][C:43](=[O:44])[OH:45])[cH:40]2>>[CH3:1][N:2]([CH2:3][c:4]1[cH:5][n:6]([CH3:13])[c:7]2[cH:8][cH:9][cH:10][cH:11][c:12]12)[C:43]([CH:42]=[CH:41][c:39]1[cH:38][n:37][c:35]2[c:34]([c:33](=[O:46])[nH:32][c:31](=[O:30])[nH:36]2)[cH:40]1)=[O:45]. Starting materials: C1C(C1)(c1[nH]c2nc(ccc2n1)N1C[C@@H](CCC1)C(=O)N1CCCC1)n1cc(cn1)Cl. Reagents/catalysts: c1ccc(cc1)-c2c3ccccc3cc4ccccc24 (9-Phenylanthracene), C1=CC(=CC(=C1)Cl)C(=O)OO (mCPBA), c12ccc3n2[Cu]n2c(c(c4nc(C=C4)c3c3c(c(c(c(c3F)F)F)F)F)c3c(c(c(c(c3F)F)F)F)F)ccc2c(c2C=Cc(n2)c1c1c(c(c(c(c1F)F)F)F)F)c1c(c(c(c(c1F)F)F)F)F (Cu[TFPP]). Run in CO (MeOH), C(CCl)Cl (DCE). Reaction conditions: temperature 25 celsius, time 18 hour. The product is Oc1cc(nc2[nH]c(nc12)C3(CC3)n4cc(Cl)cn4)N5CCC[C@H](C5)C(=O)N6CCCC6. As a reaction SMILES: [Cl:1][c:2]1[cH:6][n:5]([C:7]2([c:10]3[nH:18][c:17]([c:12]4[n:11]3)[n:16][c:15]([N:19]5[CH2:24][C@H:23]([C:25]([N:27]6[CH2:31][CH2:30][CH2:29][CH2:28]6)=[O:26])[CH2:22][CH2:21][CH2:20]5)[cH:14][cH:13]4)[CH2:9][CH2:8]2)[n:4][cH:3]1>>O[c:13]1[c:12]([c:17]2[n:16][c:15]([N:19]3[CH2:24][C@H:23]([C:25]([N:27]4[CH2:31][CH2:30][CH2:29][CH2:28]4)=[O:26])[CH2:22][CH2:21][CH2:20]3)[cH:14]1)[n:11][c:10]([C:7]5([n:5]6[n:4][cH:3][c:2]([Cl:1])[cH:6]6)[CH2:9][CH2:8]5)[nH:18]2. The reactants are C(C1=CC=CC=C1)OC1=C(C=C2C=C(C(OC2=C1)=O)OC)[N+](=O)[O-] (7-benzyloxy-3-methoxy-6-nitrochromen-2-one), [O-]S(=O)S(=O)[O-].[Na+].[Na+] (Na2S2O4), CCOC(=O)C (EtOAc), [O-]S(=O)S(=O)[O-].[Na+].[Na+] (Na2S2O4). Solvent: C1CCOC1 (THF), O (water). Run at temperature 80 celsius. The product is NC=1C=C2C=C(C(OC2=CC1OCC1=CC=CC=C1)=O)OC (6-amino-7-benzyloxy-3-methoxychromen-2-one). As a reaction SMILES: [CH2:1]([O:8][C:9]1[CH:18]=[C:17]2[C:12]([CH:13]=[C:14]([O:20][CH3:21])[C:15](=[O:19])[O:16]2)=[CH:11][C:10]=1[N+:22]([O-])=O)[C:2]1[CH:7]=[CH:6][CH:5]=[CH:4][CH:3]=1.[O-]S(S([O-])=O)=O.[Na+].[Na+].CCOC(C)=O>C1COCC1.O>[NH2:22][C:10]1[CH:11]=[C:12]2[C:17](=[CH:18][C:9]=1[O:8][CH2:1][C:2]1[CH:7]=[CH:6][CH:5]=[CH:4][CH:3]=1)[O:16][C:15](=[O:19])[C:14]([O:20][CH3:21])=[CH:13]2 |f:1.2.3|. Procedure: To a solution of 7-benzyloxy-3-methoxy-6-nitrochromen-2-one (0.20 g, 0.61 mmol) in 20 mL of THF is added a solution of Na2S2O4 (1.0 g) in water (6 mL). The mixture is heated at 80° C. for 18 h. Additional Na2S2O4 is added until the reaction is complete. After cooling to ambient temperature, EtOAc is added and the mixture is washed with water and sat. NaCl, then dried over sodium sulfate. The solvent is removed under reduced pressure to afford 6-amino-7-benzyloxy-3-methoxychromen-2-one as a pale ...